Dataset: the Open Reaction Database (ORD), a public repository of structured organic reaction records. Task: describe an organic reaction: reactants, conditions, products, and yield Reactants: BrC1=NC(=CC=C1)CC(C1=CC(=CC=C1)C(=O)OCC)O (2-bromo-6-[(2RS)-2-hydroxy-2-(3-ethoxycarbonylphenyl)-ethyl]-pyridine), (1E)-1-(tri-n-butylstannyl)-1-undecen-(3RS)-3, C1(=CC=CC=C1)C (toluene). The reagents and catalysts are C1(=CC=CC=C1)P([C-]1C=CC=C1)C1=CC=CC=C1.[C-]1(C=CC=C1)P(C1=CC=CC=C1)C1=CC=CC=C1.[Fe+2].[Pd](Cl)Cl (1,1'-bis-(diphenylphosphino)-ferrocene palladium(II) chloride). Conditions: temperature 100 celsius, time 2 hour. Yields the product OC(CC1=NC(=CC=C1)\C=C\C(CCCCCCCC)O)C1=CC(=CC=C1)C(=O)OC (2-[(2RS)-2-Hydroxy-2-(3-methoxycarbonylphenyl)-ethyl]-6-[(1E)-(3RS)-3-hydroxy-1-undecenyl]-pyridine). RXN SMILES: Br[C:2]1[CH:7]=[CH:6][CH:5]=[C:4]([CH2:8][CH:9]([OH:21])[C:10]2[CH:15]=[CH:14][CH:13]=[C:12]([C:16]([O:18][CH2:19]C)=[O:17])[CH:11]=2)[N:3]=1.[C:22]1([CH3:28])[CH:27]=[CH:26][CH:25]=[CH:24][CH:23]=1>C1(P(C2C=CC=CC=2)[C-]2C=CC=C2)C=CC=CC=1.[C-]1(P(C2C=CC=CC=2)C2C=CC=CC=2)C=CC=C1.[Fe+2].[Pd](Cl)Cl>[OH:21][CH:9]([C:10]1[CH:15]=[CH:14][CH:13]=[C:12]([C:16]([O:18][CH3:19])=[O:17])[CH:11]=1)[CH2:8][C:4]1[CH:5]=[CH:6][CH:7]=[C:2](/[CH:4]=[CH:8]/[CH:9]([OH:21])[CH2:10][CH2:23][CH2:24][CH2:25][CH2:26][CH2:27][CH2:22][CH3:28])[N:3]=1 |f:2.3.4.5|. Reported procedure: A solution of 120 mg of 2-bromo-6-[(2RS)-2-hydroxy-2-(3-ethoxycarbonylphenyl)-ethyl]-pyridine in 0.7 ml of toluene is mixed with 180 mg of (1E)-1-(tri-n-butylstannyl)-1-undecen-(3RS)-3-ol and 22 mg of 1,1'-bis-(diphenylphosphino)-ferrocene-palladium(II) chloride and stirred under argon atmosphere for 2 hours at 100° C. The reaction mixture is evaporated to dryness and the residue is chromatographed on silica gel with hexane/0-15% ethyl acetate. 56 mg of the title compound is obtained as oil. Starting materials: C(C)(=O)N[C@@]1([C@H](C[C@@H](C1)C[N+](=O)[O-])CCCB1OC(C(O1)(C)C)(C)C)C(=O)NC(C)(C)C ((1S,2S,4S)-1-acetamido-N-(tert-butyl)-4-(nitromethyl)-2-(3-(4,4,5,5-tetramethyl-1,3,2-dioxaborolan-2-yl)propyl)cyclopentanecarboxamide), C(C)(=O)OCC (ethyl acetate), C(C)O (ethanol). The reagents and catalysts are [Ni] (Raney nickel). Run in O1CCCC1 (tetrahydrofuran). Run at time 6 hour. The product is C(C)(=O)N[C@@]1([C@H](C[C@@H](C1)CN)CCCB1OC(C(O1)(C)C)(C)C)C(=O)NC(C)(C)C ((1S,2S,4S)-1-acetamido-4-(aminomethyl)-N-(tert-butyl)-2-(3-(4,4,5,5-tetramethyl-1,3,2-dioxaborolan-2-yl)propyl)cyclopentanecarboxamide). Isolated yield 99.3%. Reaction SMILES: [C:1]([NH:4][C@@:5]1([C:26]([NH:28][C:29]([CH3:32])([CH3:31])[CH3:30])=[O:27])[CH2:9][C@@H:8]([CH2:10][N+:11]([O-])=O)[CH2:7][C@@H:6]1[CH2:14][CH2:15][CH2:16][B:17]1[O:21][C:20]([CH3:23])([CH3:22])[C:19]([CH3:25])([CH3:24])[O:18]1)(=[O:3])[CH3:2].C(OCC)(=O)C.C(O)C>O1CCCC1.[Ni]>[C:1]([NH:4][C@@:5]1([C:26]([NH:28][C:29]([CH3:32])([CH3:31])[CH3:30])=[O:27])[CH2:9][C@@H:8]([CH2:10][NH2:11])[CH2:7][C@@H:6]1[CH2:14][CH2:15][CH2:16][B:17]1[O:21][C:20]([CH3:23])([CH3:22])[C:19]([CH3:24])([CH3:25])[O:18]1)(=[O:3])[CH3:2]. Procedure details: To a stirring solution of (1S,2S,4S)-1-acetamido-N-(tert-butyl)-4-(nitromethyl)-2-(3-(4,4,5,5-tetramethyl-1,3,2-dioxaborolan-2-yl)propyl)cyclopentanecarboxamide (0.907 g, 2.0 mmol) in a mixture of tetrahydrofuran (20 mL), ethyl acetate (15 mL), and ethanol (5 mL) under nitrogen was added Raney nickel (1.2 g). The reaction mixture was then purged with hydrogen and stirred under an atmosphere of hydrogen at room temperature for 6 h. At the end of this period, the mixture was purged with nitrogen, ... The reactants are ClC1=CC(=CC=C1)C(=O)OO (m-chloroperbenzoic acid), C(CCC)N1C(=O)N(C=2N=CN(C2C1=O)CCC=C)CCCC (1,3-dibutyl-7-(3-butenyl)xanthine). The solvent is C(Cl)(Cl)Cl (chloroform). Yields the product C(CCC)N1C(=O)N(C=2N=CN(C2C1=O)CCC1CO1)CCCC (1,3-Dibutyl-7-(3,4-epoxybutyl)xanthine). RXN SMILES: ClC1C=[CH:6][CH:5]=[C:4]([C:8]([O:10]O)=O)C=1.[CH2:12]([N:16]1[C:25](=[O:26])[C:24]2[N:23](CCC=C)[CH:22]=[N:21][C:20]=2[N:19]([CH2:31][CH2:32][CH2:33][CH3:34])[C:17]1=[O:18])[CH2:13][CH2:14][CH3:15]>C(Cl)(Cl)Cl>[CH2:12]([N:16]1[C:25](=[O:26])[C:24]2[N:23]([CH2:6][CH2:5][CH:4]3[O:10][CH2:8]3)[CH:22]=[N:21][C:20]=2[N:19]([CH2:31][CH2:32][CH2:33][CH3:34])[C:17]1=[O:18])[CH2:13][CH2:14][CH3:15]. Procedure: 39.4 g of m-chloroperbenzoic acid (70% pure) were added to a solution of 42.7 g of 1,3-dibutyl-7-(3-butenyl)xanthine in 900 ml of chloroform within 15 minutes, with stirring. After stirring at room temperature for 27 hours, the mixture was washed with 10% strength sodium dithionite solution, saturated sodium bicarbonate solution and water, dried and evaporated under reduced pressure. The residue was chromatographed on a silica gel column with a mixture of methylene chloride/acetone (7:3, v:v) an... The reactants are Cl (HCl), NaS2O3, FC1=C(C=CC(=C1)I)NC=1C(=CN(C(C1C)=O)C)NS(=O)(=O)C1(CC1)CC=O (N-(4-(2-fluoro-4-iodophenylamino)-1,5-dimethyl-6-oxo-1,6-dihydropyridin-3-yl)-1-(2-oxoethyl)cyclopropane-1-sulfonamide), OP(=O)(O)[O-].[K+] (potassium phosphate monobasic), CC(C)=CC (2-methyl-2-butene), Cl(=O)[O-].[Na+] (sodium chlorite). The solvent is C(C)(C)(C)O (tert-butanol), O (H2O). Reaction conditions: temperature 0 celsius, time 30 minute. Yields the product FC1=C(C=CC(=C1)I)NC=1C(=CN(C(C1C)=O)C)NS(=O)(=O)C1(CC1)CC(=O)O (2-(1-(N-(4-(2-Fluoro-4-iodophenylamino)-1,5-dimethyl-6-oxo-1,6-dihydropyridin-3-yl)sulfamoyl)cyclopropyl)acetic acid). As a reaction SMILES: [F:1][C:2]1[CH:7]=[C:6]([I:8])[CH:5]=[CH:4][C:3]=1[NH:9][C:10]1[C:11]([NH:19][S:20]([C:23]2([CH2:26][CH:27]=[O:28])[CH2:25][CH2:24]2)(=[O:22])=[O:21])=[CH:12][N:13]([CH3:18])[C:14](=[O:17])[C:15]=1[CH3:16].[OH:29]P([O-])(O)=O.[K+].CC(=CC)C.Cl([O-])=O.[Na+].Cl>C(O)(C)(C)C.O>[F:1][C:2]1[CH:7]=[C:6]([I:8])[CH:5]=[CH:4][C:3]=1[NH:9][C:10]1[C:11]([NH:19][S:20]([C:23]2([CH2:26][C:27]([OH:29])=[O:28])[CH2:24][CH2:25]2)(=[O:22])=[O:21])=[CH:12][N:13]([CH3:18])[C:14](=[O:17])[C:15]=1[CH3:16] |f:1.2,4.5|. Procedure details: To a dark brown solution of N-(4-(2-fluoro-4-iodophenylamino)-1,5-dimethyl-6-oxo-1,6-dihydropyridin-3-yl)-1-(2-oxoethyl)cyclopropane-1-sulfonamide, potassium phosphate monobasic (27 mg, 0.20 mmol), and 2-methyl-2-butene (0.45 mL, 0.90 mmol) in tert-butanol (4 mL) and H2O (1 mL) at 0° C. is added sodium chlorite (55 mg, 0.60 mmol). After stirring at 0° C. for 30 min, the reaction is warmed to room temperature and stirred for 16 h. To the reaction is added aqueous HCl solution (5 mL, 1N) and satur... Starting materials: C(C)I (Ethyl iodide), C1NCCC2=C1NC1=CC=CC=C21 (1,2,3,4-tetrahydro-9H-pyrido[3,4-b]indole), C(O)([O-])=O.[Na+] (sodium hydrogencarbonate). Run in C(C)#N (acetonitrile). Reaction conditions: temperature 70 celsius, time 3 hour. Yields the product C(C)N1CC=2NC3=CC=CC=C3C2CC1 (2-ethyl-1,2,3,4-tetrahydro-9H-pyrido[3,4-b]indole). RXN SMILES: [CH2:1](I)[CH3:2].[CH2:4]1[C:9]2[NH:10][C:11]3[C:16]([C:8]=2[CH2:7][CH2:6][NH:5]1)=[CH:15][CH:14]=[CH:13][CH:12]=3.C(=O)([O-])O.[Na+]>C(#N)C>[CH2:6]([N:5]1[CH2:2][CH2:1][C:8]2[C:16]3[C:11](=[CH:12][CH:13]=[CH:14][CH:15]=3)[NH:10][C:9]=2[CH2:4]1)[CH3:7] |f:2.3|. Reported procedure: Ethyl iodide (2.4 ml) was added to a solution of 1,2,3,4-tetrahydro-9H-pyrido[3,4-b]indole (5.17 g) and sodium hydrogencarbonate (3.0 g) in 50 ml of acetonitrile and the solution was stirred at 70° C. over a bath for 3 hrs. After removal of the solvent by evaporation, water (60 ml) was added and the solution was extracted with chloroform. The extract was washed with brine and dried over magnesium sulfate. Purification of the crude product by silica gel column chromatography and crystallization f...